Dataset: the Open Reaction Database (ORD), a public repository of structured organic reaction records. Task: describe an organic reaction: reactants, conditions, products, and yield The reactants are CC1=C(N=C(S1)N)C1=CC=CC=C1 (5-methyl-4-phenyl-thiazol-2-ylamine), COCCBr (2-bromoethyl methyl ether). Product: Br.COCCN1C(SC(=C1C1=CC=CC=C1)C)=N (3-(2-methoxyethyl)-5-methyl-4-phenyl-3H-thiazol-2-ylideneamine hydrobromide). As a reaction SMILES: [CH3:1][C:2]1[S:6][C:5]([NH2:7])=[N:4][C:3]=1[C:8]1[CH:13]=[CH:12][CH:11]=[CH:10][CH:9]=1.[CH3:14][O:15][CH2:16][CH2:17][Br:18]>>[BrH:18].[CH3:14][O:15][CH2:16][CH2:17][N:4]1[C:3]([C:8]2[CH:9]=[CH:10][CH:11]=[CH:12][CH:13]=2)=[C:2]([CH3:1])[S:6][C:5]1=[NH:7] |f:2.3|. Procedure details: A mixture of 5-methyl-4-phenyl-thiazol-2-ylamine (300 mg, 1.58 mmol) and 2-bromoethyl methyl ether (300 μL, 3.20 mmol) was processed using the method described in Example 12A to provide the title compound.